This data is from the Open Reaction Database (ORD), a public repository of structured organic reaction records. The task is: describe an organic reaction: reactants, conditions, products, and yield As a reaction SMILES: [CH2:33]([CH3:34])[N:35]([CH2:36][CH2:37][CH2:38][NH2:39])[CH2:40][CH3:41].[Cl:42][CH2:43][Cl:44].[F:1][c:2]1[c:3](-[n:9]2[c:10](=[O:32])[cH:11][cH:12][c:13]3[c:14]2[n:15][c:16]([S:29]([CH3:30])=[O:31])[n:17][c:18]3-[c:19]2[cH:20][c:21]([C:22](=[O:23])[OH:24])[cH:25][cH:26][c:27]2[CH3:28])[c:4]([F:8])[cH:5][cH:6][cH:7]1>>[F:1][c:2]1[c:3](-[n:9]2[c:10](=[O:32])[cH:11][cH:12][c:13]3[c:14]2[n:15][c:16]([NH:39][CH2:38][CH2:37][CH2:36][N:35]([CH2:33][CH3:34])[CH2:40][CH3:41])[n:17][c:18]3-[c:19]2[cH:20][c:21]([C:22](=[O:23])[OH:24])[cH:25][cH:26][c:27]2[CH3:28])[c:4]([F:8])[cH:5][cH:6][cH:7]1. The reactants are CCN(CC)CCCN, ClCCl, Cc1ccc(C(=O)O)cc1-c1nc(S(C)=O)nc2c1ccc(=O)n2-c1c(F)cccc1F. Product: CCN(CC)CCCNc1nc(-c2cc(C(=O)O)ccc2C)c2ccc(=O)n(-c3c(F)cccc3F)c2n1. The reactants are [H][H] (hydrogen), C(C)N(CCOC1CN(CCC1=O)CCCOC1=CC=C(C=C1)F)CC (3-[2-(diethylamino)ethoxy]-1-[3-(4-fluorophenoxy)propyl]-4-piperidinone), C1(=CC=CC=C1)CN (benzenemethanamine), S1C=CC=C1 (thiophene). The reagents and catalysts are [Pd] (palladium-on-charcoal). Run in C(C)O (ethanol), CO (methanol). Product: C(C)N(CCO[C@@H]1CN(CC[C@@H]1N)CCCOC1=CC=C(C=C1)F)CC (cis-3-[2-(diethlamino)ethoxy]-1-[3-(4-fluorophenoxy)-propyl]-4-piperidinamine), intermediate 126. The yield is 45.0%. Reaction SMILES: [CH2:1]([N:3]([CH2:25][CH3:26])[CH2:4][CH2:5][O:6][CH:7]1[C:12](=O)[CH2:11][CH2:10][N:9]([CH2:14][CH2:15][CH2:16][O:17][C:18]2[CH:23]=[CH:22][C:21]([F:24])=[CH:20][CH:19]=2)[CH2:8]1)[CH3:2].C1(C[NH2:34])C=CC=CC=1.S1C=CC=C1.[H][H]>C(O)C.[Pd].CO>[CH2:1]([N:3]([CH2:25][CH3:26])[CH2:4][CH2:5][O:6][C@H:7]1[C@@H:12]([NH2:34])[CH2:11][CH2:10][N:9]([CH2:14][CH2:15][CH2:16][O:17][C:18]2[CH:23]=[CH:22][C:21]([F:24])=[CH:20][CH:19]=2)[CH2:8]1)[CH3:2]. Procedure: A mixture of 8.0 parts of 3-[2-(diethylamino)ethoxy]-1-[3-(4-fluorophenoxy)propyl]-4-piperidinone, 2.5 parts of benzenemethanamine, 1 part of a solution of thiophene in ethanol 4% and 120 parts of methanol was hydrogenated at normal pressure and at room temperature with 2 parts of palladium-on-charcoal catalyst 10%. After the calculated amount of hydrogen was taken up, the catalyst was filtered off and the filtrate was evaporated. The residue was purified by column-chromatography over silica gel... Starting materials: BrB(Br)Br, COc1ccc2c(c1)C(CCNC(C)=O)CC2, ClCCl, O. Reaction SMILES: [B:18]([Br:19])([Br:20])[Br:21].[C:1]([CH3:2])(=[O:3])[NH:4][CH2:5][CH2:6][CH:7]1[CH2:8][CH2:9][c:10]2[cH:11][cH:12][c:13]([O:16][CH3:17])[cH:14][c:15]21.[Cl:23][CH2:24][Cl:25].[OH2:22]>>[C:1]([CH3:2])(=[O:3])[NH:4][CH2:5][CH2:6][CH:7]1[CH2:8][CH2:9][c:10]2[cH:11][cH:12][c:13]([OH:16])[cH:14][c:15]21. The product is CC(=O)NCCC1CCc2ccc(O)cc21. Starting materials: ClCCl, Cc1noc(C)c1N=C=O, CCCC1(c2ccccc2)N=C(C)N(CC(=O)c2ccc(N)cc2)C1=O. Product: CCCC1(c2ccccc2)N=C(C)N(CC(=O)c2ccc(NC(=O)Nc3c(C)noc3C)cc2)C1=O. Reaction SMILES: [Cl:37][CH2:38][Cl:39].[N:27](=[C:28]=[O:29])[c:30]1[c:31]([CH3:36])[n:32][o:33][c:34]1[CH3:35].[NH2:1][c:2]1[cH:3][cH:4][c:5]([C:8]([CH2:9][N:10]2[C:11]([CH3:25])=[N:12][C:13]([CH2:16][CH2:17][CH3:18])([c:19]3[cH:20][cH:21][cH:22][cH:23][cH:24]3)[C:14]2=[O:15])=[O:26])[cH:6][cH:7]1>>[NH:1]([c:2]1[cH:3][cH:4][c:5]([C:8]([CH2:9][N:10]2[C:11]([CH3:25])=[N:12][C:13]([CH2:16][CH2:17][CH3:18])([c:19]3[cH:20][cH:21][cH:22][cH:23][cH:24]3)[C:14]2=[O:15])=[O:26])[cH:6][cH:7]1)[C:28]([NH:27][c:30]1[c:31]([CH3:36])[n:32][o:33][c:34]1[CH3:35])=[O:29].